This data is from the Open Reaction Database (ORD), a public repository of structured organic reaction records. The task is: describe an organic reaction: reactants, conditions, products, and yield Starting materials: FC1=C(C=CC(=C1)F)C1(OCC(O1)COC1=CC=C(C=C1)N1CCN(CC1)C1=CC=C(C=C1)N1C=NN(C1=O)C(C(C)NC([O-])=O)C)CN1N=CN=C1 ([2-[4-[4-[4-[4-[[2-(2,4-difluorophenyl)-2-(1H-1,2,4-triazol-1-ylmethyl)-1,3-dioxolan-4-yl]methoxy]phenyl]-1-piperazinyl]phenyl]-4,5-dihydro-5-oxo-1H-1,2,4-triazol-1-yl]-1-methylpropyl]carbamate), C(=O)(O)[O-].[Na+] (NaHCO3). Run in C(=O)(C(F)(F)F)O (CF3COOH), C(Cl)Cl (CH2Cl2). Conditions: time 4 hour. The product is NC(C(C)N1N=CN(C1=O)C1=CC=C(C=C1)N1CCN(CC1)C1=CC=C(C=C1)OCC1OC(OC1)(CN1N=CN=C1)C1=C(C=C(C=C1)F)F)C (2-(2-amino-1-methylpropyl)-4-[4-[4-[4-[[2-(2,4-difluorophenyl)-2-(1H-1,2,4-triazol-1-ylmethyl)-1,3-dioxolan-4-yl]methoxy]phenyl]-1-piperazinyl]-phenyl]-2,4-dihydro-3H-1,2,4-triazol-3-one). Reaction SMILES: [F:1][C:2]1[CH:7]=[C:6]([F:8])[CH:5]=[CH:4][C:3]=1[C:9]1([CH2:48][N:49]2[CH:53]=[N:52][CH:51]=[N:50]2)[O:13][CH:12]([CH2:14][O:15][C:16]2[CH:21]=[CH:20][C:19]([N:22]3[CH2:27][CH2:26][N:25]([C:28]4[CH:33]=[CH:32][C:31]([N:34]5[C:38](=[O:39])[N:37]([CH:40]([CH3:47])[CH:41]([NH:43]C(=O)[O-])[CH3:42])[N:36]=[CH:35]5)=[CH:30][CH:29]=4)[CH2:24][CH2:23]3)=[CH:18][CH:17]=2)[CH2:11][O:10]1.C([O-])(O)=O.[Na+]>C(O)(C(F)(F)F)=O.C(Cl)Cl>[NH2:43][CH:41]([CH3:42])[CH:40]([N:37]1[C:38](=[O:39])[N:34]([C:31]2[CH:30]=[CH:29][C:28]([N:25]3[CH2:24][CH2:23][N:22]([C:19]4[CH:18]=[CH:17][C:16]([O:15][CH2:14][CH:12]5[CH2:11][O:10][C:9]([C:3]6[CH:4]=[CH:5][C:6]([F:8])=[CH:7][C:2]=6[F:1])([CH2:48][N:49]6[CH:53]=[N:52][CH:51]=[N:50]6)[O:13]5)=[CH:21][CH:20]=4)[CH2:27][CH2:26]3)=[CH:33][CH:32]=2)[CH:35]=[N:36]1)[CH3:47] |f:1.2|. Procedure: A mixture of compound (28)(0.0038 mol) in CF3COOH (10 ml) and CH2Cl2 (50 ml) was stirred at room temperature for 4 hours and neutralized with a NaHCO3 solution. The organic layer was separated, dried, filtered and the solvent was evaporated. The residue was triturated in 2-propanol, filtered off and dried, yielding 2.4 g (92%) of [2S-[2α,4α(S*,R*)]]-2-(2-amino-1-methylpropyl)-4-[4-[4-[4-[[2-(2,4-difluorophenyl)-2-(1H-1,2,4-triazol-1-ylmethyl)-1,3-dioxolan-4-yl]methoxy]phenyl]-1-piperazinyl]-phen... Reactants: Cl.COC(CN)=O (Glycine methyl ester hydrochloride), Cl(=O)(=O)(=O)[O-].CN(C=C(C=[N+](C)C)C1=CC=CC=C1)C ((3-dimethylamino-2-phenyl-prop-2-enylidene)-dimethyl-ammonium perchlorate), [Na] (Sodium), C(C)O (ethanol). Product: C1(=CC=CC=C1)C=1C=C(NC1)C(=O)OCC (ethyl 4-phenyl-1H-pyrrole-2-carboxylate). The yield is 57.0%. RXN SMILES: [Na].Cl.[CH3:3][O:4][C:5](=[O:8])[CH2:6][NH2:7].Cl([O-])(=O)(=O)=O.CN(C)[CH:16]=[C:17]([C:22]1[CH:27]=[CH:26][CH:25]=[CH:24][CH:23]=1)[CH:18]=[N+](C)C.[CH2:29](O)C>>[C:22]1([C:17]2[CH:16]=[C:6]([C:5]([O:4][CH2:3][CH3:29])=[O:8])[NH:7][CH:18]=2)[CH:27]=[CH:26][CH:25]=[CH:24][CH:23]=1 |f:1.2,3.4,^1:0|. Reported procedure: Sodium metal (900 mg, 41.0 mmol) was added to dry ethanol (150 mL) and allowed to dissolve over 30 min. Glycine methyl ester hydrochloride (3.2 g, 25.0 mmol) and (3-dimethylamino-2-phenyl-prop-2-enylidene)-dimethyl-ammonium perchlorate (5.0 g, 16.0 mmol) were added successively and the reaction mixture heated at reflux for 16 h. Ethanol was evaporated in vacuo, the residue diluted with water and extracted with chloroform. The organic layer was washed with water, brine, dried over anhydrous sodiu... Yields the product CCCCOc1ccc(C#N)cc1OC. RXN SMILES: [CH2:18]([CH2:19][CH2:20][CH3:21])[Br:22].[CH3:1][O:2][c:3]1[c:4]([OH:11])[cH:5][cH:6][c:7]([C:9]#[N:10])[cH:8]1.[K+:12].[K+:13].[O-:14][C:15]([O-:16])=[O:17].[O:23]=[CH:24][N:25]([CH3:26])[CH3:27]>>[CH3:1][O:2][c:3]1[c:4]([O:11][CH2:18][CH2:19][CH2:20][CH3:21])[cH:5][cH:6][c:7]([C:9]#[N:10])[cH:8]1. Starting materials: CCCCBr, COc1cc(C#N)ccc1O, [K+], [K+], O=C([O-])[O-], CN(C)C=O. Reactants: BrCCOC1=CC=C(C=C1)CC(C(=O)OCC)OCC (ethyl 3-(4-(2-bromethoxy)phenyl)-2-ethoxypropanoate), C1(C=2C(C(N1)=O)=CC=CC2)=O.[K] (potassium phtalimide), CN(C=O)C (dimethylformamide), C1=CC=CC=C1 (benzene). The solvent is O (water). Conditions: temperature 100 celsius. Product: NCCOC1=CC=C(C=C1)CC(C(=O)OCC)OCC (ethyl 3-(4-(2-aminoethoxy)phenyl)-2-ethoxypropanoate). Yield: 96.9%. Reaction SMILES: Br[CH2:2][CH2:3][O:4][C:5]1[CH:10]=[CH:9][C:8]([CH2:11][CH:12]([O:18][CH2:19][CH3:20])[C:13]([O:15][CH2:16][CH3:17])=[O:14])=[CH:7][CH:6]=1.C1(=O)[NH:25]C(=O)C2=CC=CC=C12.[K].CN(C)C=O.C1C=CC=CC=1>O>[NH2:25][CH2:2][CH2:3][O:4][C:5]1[CH:10]=[CH:9][C:8]([CH2:11][CH:12]([O:18][CH2:19][CH3:20])[C:13]([O:15][CH2:16][CH3:17])=[O:14])=[CH:7][CH:6]=1 |f:1.2,^1:31|. Reported procedure: A mixture of ethyl 3-(4-(2-bromethoxy)phenyl)-2-ethoxypropanoate (3.05 g, 8.8 mmol), potassium phtalimide (2.0 g, 10.8 mmol) and dimethylformamide (20 ml) was heated to 100° C. for 16 h, benzene (200 ml) and water (200 ml) were added and the phases were separated. The organic phase was dried and the solvent evaporated in vacuo. The residue was dissolved in ethanol (60 mL), hydrazine hydrate (1.3 ml) was added and the mixture was refluxed for 2 h, filtered and the solvent evaporated to give 2.4 g... The reactants are O=CC1CN(Cc2ccccc2)CC1c1ccc(F)c(F)c1, C1CCOC1, [Li]CCCC, C[P+](c1ccccc1)(c1ccccc1)c1ccccc1, [I-]. The product is C=CC1CN(Cc2ccccc2)CC1c1ccc(F)c(F)c1. Reaction SMILES: [CH2:27]([c:28]1[cH:29][cH:30][cH:31][cH:32][cH:33]1)[N:34]1[CH2:35][CH:36]([CH:47]=[O:48])[CH:37]([c:39]2[cH:40][c:41]([F:46])[c:42]([F:45])[cH:43][cH:44]2)[CH2:38]1.[CH2:49]1[O:50][CH2:51][CH2:52][CH2:53]1.[CH3:22][CH2:23][CH2:24][CH2:25][Li:26].[CH3:2][P+:3]([c:4]1[cH:5][cH:6][cH:7][cH:8][cH:9]1)([c:10]1[cH:11][cH:12][cH:13][cH:14][cH:15]1)[c:16]1[cH:17][cH:18][cH:19][cH:20][cH:21]1.[I-:1]>>[CH2:2]=[CH:47][CH:36]1[CH2:35][N:34]([CH2:27][c:28]2[cH:29][cH:30][cH:31][cH:32][cH:33]2)[CH2:38][CH:37]1[c:39]1[cH:40][c:41]([F:46])[c:42]([F:45])[cH:43][cH:44]1. Starting materials: CC1(C(=CC=C(C1)C(=O)N1CC=2N(CC3=C1C=CC=C3)C(=CC2)C(=O)N2CCN(CC2)C(=O)OC(C)(C)C)C2=CC=CC=C2)C(F)(F)F (4-[[10,11-dihydro-10-[[2-methyl-2-(trifluoromethyl)[1,1-biphenyl]-4-yl]carbonyl]-5H-pyrrolo[2,1-c][1,4]benzodiazepin-3-yl]carbonyl]-1-piperazinecarboxylic acid, tert-butyl ester), C(C)(=O)OCC (ethyl acetate), Cl (hydrogen chloride). Solvent: C(C)OCC (diethyl ether). Run at time 90 minute. Product: Cl.CC1(C(=CC=C(C1)C(=O)N1CC=2N(CC3=C1C=CC=C3)C(=CC2)C(=O)N2CCNCC2)C2=CC=CC=C2)C(F)(F)F (10,11-Dihydro-10-[[2-methyl-2-(trifluoromethyl)[1,1-biphenyl]-4-yl]carbonyl]-3-(1-piperazinylcarbonyl)-5H-pyrrolo[2,1-c][1,4]benzodiazepine hydrochloride salt). RXN SMILES: [CH3:1][C:2]1([C:45]([F:48])([F:47])[F:46])[CH2:7][C:6]([C:8]([N:10]2[C:16]3[CH:17]=[CH:18][CH:19]=[CH:20][C:15]=3[CH2:14][N:13]3[C:21]([C:24]([N:26]4[CH2:31][CH2:30][N:29](C(OC(C)(C)C)=O)[CH2:28][CH2:27]4)=[O:25])=[CH:22][CH:23]=[C:12]3[CH2:11]2)=[O:9])=[CH:5][CH:4]=[C:3]1[C:39]1[CH:44]=[CH:43][CH:42]=[CH:41][CH:40]=1.C(OCC)(=O)C.[ClH:55]>C(OCC)C>[ClH:55].[CH3:1][C:2]1([C:45]([F:47])([F:46])[F:48])[CH2:7][C:6]([C:8]([N:10]2[C:16]3[CH:17]=[CH:18][CH:19]=[CH:20][C:15]=3[CH2:14][N:13]3[C:21]([C:24]([N:26]4[CH2:27][CH2:28][NH:29][CH2:30][CH2:31]4)=[O:25])=[CH:22][CH:23]=[C:12]3[CH2:11]2)=[O:9])=[CH:5][CH:4]=[C:3]1[C:39]1[CH:40]=[CH:41][CH:42]=[CH:43][CH:44]=1 |f:4.5|. Procedure: The 4-[[10,11-dihydro-10-[[2-methyl-2-(trifluoromethyl)[1,1-biphenyl]-4-yl]carbonyl]-5H-pyrrolo[2,1-c][1,4]benzodiazepin-3-yl]carbonyl]-1-piperazinecarboxylic acid, tert-butyl ester of Step B (0.85 g, 1.29 mmol) was then added in one portion to stirred ethyl acetate (10 mL) saturated with hydrogen chloride gas at 0° C. The reaction mixture was stirred for 90 minutes under anhydrous conditions. A precipitate formed after several minutes. The reaction was then warmed to room temperature and dilute... Starting materials: CC(=O)c1ccc(NS(C)(=O)=O)c(Nc2ccc(F)cc2F)c1, CCO, Cl, CON, c1ccncc1. Yields the product CON=C(C)c1ccc(NS(C)(=O)=O)c(Nc2ccc(F)cc2F)c1. Reaction SMILES: [C:1]([CH3:2])(=[O:3])[c:4]1[cH:5][c:6]([NH:15][c:16]2[c:17]([F:23])[cH:18][c:19]([F:22])[cH:20][cH:21]2)[c:7]([NH:8][S:9](=[O:10])(=[O:11])[CH3:12])[cH:13][cH:14]1.[CH3:34][CH2:35][OH:36].[ClH:24].[O:25]([CH3:26])[NH2:27].[cH:28]1[cH:29][cH:30][n:31][cH:32][cH:33]1>>[C:1]([CH3:2])([c:4]1[cH:5][c:6]([NH:15][c:16]2[c:17]([F:23])[cH:18][c:19]([F:22])[cH:20][cH:21]2)[c:7]([NH:8][S:9](=[O:10])(=[O:11])[CH3:12])[cH:13][cH:14]1)=[N:27][O:25][CH3:26]. Reactants: C1CCOC1, COC(Cc1ccc2c(n1)COC2=C1C(=O)Nc2ccc(F)cc21)OC, O, O=S(=O)(O)O. Product: O=CCc1ccc2c(n1)COC2=C1C(=O)Nc2ccc(F)cc21. Reaction SMILES: [CH2:33]1[O:34][CH2:35][CH2:36][CH2:37]1.[CH3:1][O:2][CH:3]([CH2:4][c:5]1[cH:6][cH:7][c:8]2[c:9]([n:10]1)[CH2:11][O:12][C:13]2=[C:14]1[C:15](=[O:24])[NH:16][c:17]2[cH:18][cH:19][c:20]([F:23])[cH:21][c:22]21)[O:25][CH3:26].[OH2:32].[S:27](=[O:28])(=[O:29])([OH:30])[OH:31]>>[O:2]=[CH:3][CH2:4][c:5]1[cH:6][cH:7][c:8]2[c:9]([n:10]1)[CH2:11][O:12][C:13]2=[C:14]1[C:15](=[O:24])[NH:16][c:17]2[cH:18][cH:19][c:20]([F:23])[cH:21][c:22]21. Yield: 99.1%. Product: C(C1=CC=C(C=C1)OC)NCCNCC1=CC=C(C=C1)OC (N,N′-di-(p-anisyl)ethylenediamine), C([C@H](O)C1=CC=CC=C1)(=O)NC1[C@@H]2N(C(=C(CS2)CSC2=NN=NN2CS(=O)(=O)O)C(=O)O)C1=O (7-D-mandelamido-3-(((1-sulfomethyl-1H-tetrazol-5-yl)thio)methyl)-3-cephem-4-carboxylic acid). Reactants: NC1[C@@H]2N(C(=C(CS2)CSC2=NN=NN2CS(=O)(=O)O)C(=O)O)C1=O (7-amino-3-(1-sulfomethyl-1H-tetrazol-5-yl)thiomethyl-3-cephem-4-carboxylic acid), C(C)(=O)O.C(C)(=O)O.C(C1=CC=C(C=C1)OC)NCCNCC1=CC=C(C=C1)OC (N,N′-di-(p-anisyl)ethylenediamine diacetate), C([O-])(O)=O.[Na+] (sodium bicarbonate), C([O-])(O)=O.[Na+] (sodium bicarbonate), O-formylmandeloyl chloride, [OH-].[Na+] (sodium hydroxide), Cl (HCl). Reaction SMILES: [NH2:1][CH:2]1[C:24](=[O:25])[N:4]2[C:5]([C:21]([OH:23])=[O:22])=[C:6]([CH2:9][S:10][C:11]3[N:15]([CH2:16][S:17]([OH:20])(=[O:19])=[O:18])[N:14]=[N:13][N:12]=3)[CH2:7][S:8][C@H:3]12.[OH-].[Na+].[C:28](=[O:31])(O)[O-].[Na+].Cl.[C:34]([OH:37])(=O)[CH3:35].C(O)(=O)C.[CH2:42]([NH:51][CH2:52][CH2:53][NH:54][CH2:55][C:56]1[CH:61]=[CH:60][C:59]([O:62][CH3:63])=[CH:58][CH:57]=1)[C:43]1[CH:48]=[CH:47][C:46]([O:49][CH3:50])=[CH:45][CH:44]=1>O.C(O)(C)C>[CH2:55]([NH:54][CH2:53][CH2:52][NH:51][CH2:42][C:43]1[CH:44]=[CH:45][C:46]([O:49][CH3:50])=[CH:47][CH:48]=1)[C:56]1[CH:61]=[CH:60][C:59]([O:62][CH3:63])=[CH:58][CH:57]=1.[C:28]([NH:1][CH:2]1[C:24](=[O:25])[N:4]2[C:5]([C:21]([OH:23])=[O:22])=[C:6]([CH2:9][S:10][C:11]3[N:15]([CH2:16][S:17]([OH:20])(=[O:18])=[O:19])[N:14]=[N:13][N:12]=3)[CH2:7][S:8][C@H:3]12)(=[O:31])[C@@H:34]([C:35]1[CH:47]=[CH:48][CH:43]=[CH:44][CH:45]=1)[OH:37] |f:1.2,3.4,6.7.8|. Reported procedure: 7-amino-3-(1-sulfomethyl-1H-tetrazol-5-yl)thiomethyl-3-cephem-4-carboxylic acid (5 g) was dissolved in water (19 ml) using 30% w/w sodium hydroxide (1.5 g in 8 ml water) and sodium bicarbonate (1 g), O-formylmandeloyl chloride (2.45 g) was added at 0-5° C. and maintained at 5-10° C. over a period of 1-2 hours. After the completion of reaction, the reaction mixture was acidified with conc. HCl (2.6 g) and maintained under stirring at 28-30° C. over 2-3 hours. After the completion of reaction, sod... Conditions: temperature 7.5 celsius, time 2.5 hour. The solvent is O (water), O (water), C(C)(C)O (isopropyl alcohol).